From a dataset of the Open Reaction Database (ORD), a public repository of structured organic reaction records. describe an organic reaction: reactants, conditions, products, and yield The reactants are CCOCC, C[Si](C)(C)C[Mg+], O=Cc1ccccc1, [Cl-], [Cl-], [NH4+]. Yields the product C[Si](C)(C)CC(O)c1ccccc1. Reaction SMILES: [CH3:18][CH2:19][O:20][CH2:21][CH3:22].[CH3:2][Si:3]([CH3:4])([CH3:5])[CH2:6][Mg+:7].[CH:8](=[O:9])[c:10]1[cH:11][cH:12][cH:13][cH:14][cH:15]1.[Cl-:16].[Cl-:1].[NH4+:17]>>[CH3:2][Si:3]([CH3:4])([CH3:5])[CH2:6][CH:8]([OH:9])[c:10]1[cH:11][cH:12][cH:13][cH:14][cH:15]1.